This data is from the Open Reaction Database (ORD), a public repository of structured organic reaction records. The task is: describe an organic reaction: reactants, conditions, products, and yield Reactants: CC(C)(C)OC(=O)N1CCC(CN)(c2ccc(I)cc2)CC1, CCOC(C)=O, ClCCl, O=C(Cl)Cc1cc(F)cc(F)c1, c1ccncc1. Yields the product CC(C)(C)OC(=O)N1CCC(CNC(=O)Cc2cc(F)cc(F)c2)(c2ccc(I)cc2)CC1. RXN SMILES: [C:1]([CH3:2])([CH3:3])([CH3:4])[O:5][C:6](=[O:7])[N:8]1[CH2:9][CH2:10][C:11]([c:14]2[cH:15][cH:16][c:17]([I:20])[cH:18][cH:19]2)([CH2:21][NH2:22])[CH2:12][CH2:13]1.[CH3:44][CH2:45][O:46][C:47]([CH3:48])=[O:49].[Cl:41][CH2:42][Cl:43].[F:23][c:24]1[cH:25][c:26]([CH2:31][C:32](=[O:33])[Cl:34])[cH:27][c:28]([F:30])[cH:29]1.[cH:35]1[cH:36][cH:37][n:38][cH:39][cH:40]1>>[C:1]([CH3:2])([CH3:3])([CH3:4])[O:5][C:6](=[O:7])[N:8]1[CH2:9][CH2:10][C:11]([c:14]2[cH:15][cH:16][c:17]([I:20])[cH:18][cH:19]2)([CH2:21][NH:22][C:32]([CH2:31][c:26]2[cH:25][c:24]([F:23])[cH:29][c:28]([F:30])[cH:27]2)=[O:33])[CH2:12][CH2:13]1. Starting materials: CC(C)C[Al+]CC(C)C, Cl, CCOC(=O)c1cnoc1-c1ccc(F)c(F)c1, [H-], C1CCOC1. Product: OCc1cnoc1-c1ccc(F)c(F)c1. RXN SMILES: [CH2:20]([Al+:21][CH2:22][CH:23]([CH3:24])[CH3:25])[CH:26]([CH3:27])[CH3:28].[ClH:29].[F:1][c:2]1[cH:3][c:4](-[c:9]2[c:10]([C:14](=[O:15])[O:16][CH2:17][CH3:18])[cH:11][n:12][o:13]2)[cH:5][cH:6][c:7]1[F:8].[H-:19].[O:30]1[CH2:31][CH2:32][CH2:33][CH2:34]1>>[F:1][c:2]1[cH:3][c:4](-[c:9]2[c:10]([CH2:14][OH:15])[cH:11][n:12][o:13]2)[cH:5][cH:6][c:7]1[F:8]. The reactants are CCC(=O)Cl, CC#N, NCc1ccc(Oc2ccc(O)cc2)cc1. Yields the product CCC(=O)NCc1ccc(Oc2ccc(O)cc2)cc1. Reaction SMILES: [C:17]([CH2:18][CH3:19])(=[O:20])[Cl:21].[CH3:22][C:23]#[N:24].[NH2:1][CH2:2][c:3]1[cH:4][cH:5][c:6]([O:7][c:8]2[cH:9][cH:10][c:11]([OH:14])[cH:12][cH:13]2)[cH:15][cH:16]1>>[NH:1]([CH2:2][c:3]1[cH:4][cH:5][c:6]([O:7][c:8]2[cH:9][cH:10][c:11]([OH:14])[cH:12][cH:13]2)[cH:15][cH:16]1)[C:17]([CH2:18][CH3:19])=[O:20]. Starting materials: COC(=O)C1=CC=C(C=C1)C1=CC=C(C=C1)OCCCOC1=C(C=C(C=C1)C[C@@H](C(=O)OC)OC)OC ((2S)-4′-{3-[2-Methoxy-4-(2-methoxy-2-methoxycarbonyl-ethyl)-phenoxy]-propoxy}-biphenyl-4-carboxylic acid methyl ester), [OH-].[Na+] (NaOH), CO[2H] (MeOD). RXN SMILES: C[O:2][C:3]([C:5]1[CH:10]=[CH:9][C:8]([C:11]2[CH:16]=[CH:15][C:14]([O:17][CH2:18][CH2:19][CH2:20][O:21][C:22]3[CH:27]=[CH:26][C:25]([CH2:28][C@H:29]([O:34][CH3:35])[C:30]([O:32]C)=[O:31])=[CH:24][C:23]=3[O:36][CH3:37])=[CH:13][CH:12]=2)=[CH:7][CH:6]=1)=[O:4].[OH-].[Na+].CO[2H]>>[C:30]([C@@H:29]([O:34][CH3:35])[CH2:28][C:25]1[CH:26]=[CH:27][C:22]([O:21][CH2:20][CH2:19][CH2:18][O:17][C:14]2[CH:13]=[CH:12][C:11]([C:8]3[CH:9]=[CH:10][C:5]([C:3]([OH:4])=[O:2])=[CH:6][CH:7]=3)=[CH:16][CH:15]=2)=[C:23]([O:36][CH3:37])[CH:24]=1)([OH:32])=[O:31] |f:1.2|. Reported procedure: The title compound was prepared from 4′-{3-[2-methoxy-4-(2-methoxy-2-methoxycarbonyl-ethyl)-phenoxy]-propoxy}-biphenyl-4-carboxylic acid methyl ester (Step B) by standard hydrolysis procedure C (NaOH). 1H-NMR (MeOD, 300.15 MHz): Product: C(=O)(O)[C@H](CC1=CC(=C(OCCCOC2=CC=C(C=C2)C2=CC=C(C=C2)C(=O)O)C=C1)OC)OC ((2S)-4′-{3-[4-(2-Carboxy-2-methoxy-ethyl)-2-methoxy-phenoxy]-propoxy}-biphenyl-4-carboxylic acid). Product: CN1CCN(C2=Nc3ccccc3Sc3nccn32)CC1. As a reaction SMILES: [Al+3:27].[C:1]([O:2][CH2:3][CH3:4])(=[O:5])[N:6]1[CH2:7][CH2:8][N:9]([C:12]2=[N:18][c:17]3[c:16]([cH:22][cH:21][cH:20][cH:19]3)[S:15][c:14]3[n:13]2[cH:25][cH:24][n:23]3)[CH2:10][CH2:11]1.[H-:26].[H-:29].[H-:30].[H-:31].[Li+:28].[Na+:33].[O:34]1[CH2:35][CH2:36][CH2:37][CH2:38]1.[OH-:32]>>[CH3:1][N:6]1[CH2:7][CH2:8][N:9]([C:12]2=[N:18][c:17]3[c:16]([cH:22][cH:21][cH:20][cH:19]3)[S:15][c:14]3[n:13]2[cH:25][cH:24][n:23]3)[CH2:10][CH2:11]1. Reactants: [Al+3], CCOC(=O)N1CCN(C2=Nc3ccccc3Sc3nccn32)CC1, [H-], [H-], [H-], [H-], [Li+], [Na+], C1CCOC1, [OH-].